From a dataset of the Open Reaction Database (ORD), a public repository of structured organic reaction records. describe an organic reaction: reactants, conditions, products, and yield Reactants: CCc1[nH]c(C(=O)O)nc1Cl, COC(=O)c1ccc(F)c(N2CCC(N)C(OC)C2)c1, On1nnc2ccccc21. Product: CCc1[nH]c(C(=O)NC2CCN(c3cc(C(=O)OC)ccc3F)CC2OC)nc1Cl. RXN SMILES: [Cl:21][c:22]1[n:23][c:24]([C:29](=[O:30])[OH:31])[nH:25][c:26]1[CH2:27][CH3:28].[NH2:1][CH:2]1[CH:3]([O:19][CH3:20])[CH2:4][N:5]([c:8]2[cH:9][c:10]([C:11](=[O:12])[O:13][CH3:14])[cH:15][cH:16][c:17]2[F:18])[CH2:6][CH2:7]1.[OH:32][n:33]1[c:34]2[c:35]([cH:36][cH:37][cH:38][cH:39]2)[n:40][n:41]1>>[NH:1]([CH:2]1[CH:3]([O:19][CH3:20])[CH2:4][N:5]([c:8]2[cH:9][c:10]([C:11](=[O:12])[O:13][CH3:14])[cH:15][cH:16][c:17]2[F:18])[CH2:6][CH2:7]1)[C:29]([c:24]1[n:23][c:22]([Cl:21])[c:26]([CH2:27][CH3:28])[nH:25]1)=[O:30]. Reactants: CN1C(NCC1)=NC1=C(C=CC=C1Cl)Cl (1-methyl-2-(2,6-dichlorophenyl-imino)-imidazolidine), C(C=C)Br (allyl bromide), C([O-])([O-])=O.[Na+].[Na+] (sodium carbonate). Solvent: C(C)O (ethanol). Yields the product CN1C(=NCC1)N(C1=C(C=CC=C1Cl)Cl)CC=C (1-Methyl-2-[N-allyl-N-(2,6-dichloro-phenyl)-amino]-2-imidazoline). Reaction SMILES: [CH3:1][N:2]1[CH2:6][CH2:5][NH:4][C:3]1=[N:7][C:8]1[C:13]([Cl:14])=[CH:12][CH:11]=[CH:10][C:9]=1[Cl:15].[CH2:16](Br)[CH:17]=[CH2:18].C(=O)([O-])[O-].[Na+].[Na+]>C(O)C>[CH3:1][N:2]1[CH2:6][CH2:5][N:4]=[C:3]1[N:7]([CH2:18][CH:17]=[CH2:16])[C:8]1[C:9]([Cl:15])=[CH:10][CH:11]=[CH:12][C:13]=1[Cl:14] |f:2.3.4|. Procedure: A mixture consisting of 4.9 gm (0.02 mol) of 1-methyl-2-(2,6-dichlorophenyl-imino)-imidazolidine, 2.1 ml of allyl bromide (125% of the stoichiometrically required amount), 2.7 gm of sodium carbonate and 25 ml of ethanol was refluxed for 5.5 hours while stirring. Thereafter, the reaction mixture was filtered, the filtrate was evaporated in vacuo to dryness, the residue was dissolved in dilute (about 1 N) hydrochloric acid, and the resulting solution was extracted with ether (the ethanol extracts ... Starting materials: CS(=O)(=O)OCC[C@@H]1CN(C(O1)C1=CC(=C(C=C1)Cl)Cl)C(C1=CC(=C(C(=C1)OC)OC)OC)=O (2-[(5R)-(3,4-dichlorophenyl)-3-(3,4,5-trimethoxybenzoyl)oxazolidin-5-yl]ethanol methanesulfonate), Cl.C1(=CC=CC=C1)C1(CCNCC1)C(=O)N (4-phenylpiperidine-4-carboxamide hydrochloride), saturated aqueous solution, [Cl-].[Na+] (sodium chloride), C(O)([O-])=O.[Na+] (sodium hydrogencarbonate), [I-].[K+] (potassium iodide). The solvent is CN(C=O)C (dimethylformamide). Conditions: temperature 80 celsius. The product is ClC=1C=C(C=CC1Cl)C1O[C@@H](CN1C(C1=CC(=C(C(=C1)OC)OC)OC)=O)CCN1CCC(CC1)(C(=O)N)C1=CC=CC=C1 (1-{2-[(5R)-(3,4-Dichlorophenyl)-3-(3,4,5-trimethoxybenzoyl)oxazolidin-5-yl]ethyl}-4-phenylpiperidine-4-carboxamide). The yield is 70.6%. RXN SMILES: CS(O[CH2:6][CH2:7][C@H:8]1[O:12][CH:11]([C:13]2[CH:18]=[CH:17][C:16]([Cl:19])=[C:15]([Cl:20])[CH:14]=2)[N:10]([C:21](=[O:34])[C:22]2[CH:27]=[C:26]([O:28][CH3:29])[C:25]([O:30][CH3:31])=[C:24]([O:32][CH3:33])[CH:23]=2)[CH2:9]1)(=O)=O.Cl.[C:36]1([C:42]2([C:48]([NH2:50])=[O:49])[CH2:47][CH2:46][NH:45][CH2:44][CH2:43]2)[CH:41]=[CH:40][CH:39]=[CH:38][CH:37]=1.C(=O)([O-])O.[Na+].[I-].[K+].[Cl-].[Na+]>CN(C)C=O>[Cl:20][C:15]1[CH:14]=[C:13]([CH:11]2[N:10]([C:21](=[O:34])[C:22]3[CH:23]=[C:24]([O:32][CH3:33])[C:25]([O:30][CH3:31])=[C:26]([O:28][CH3:29])[CH:27]=3)[CH2:9][C@@H:8]([CH2:7][CH2:6][N:45]3[CH2:44][CH2:43][C:42]([C:36]4[CH:37]=[CH:38][CH:39]=[CH:40][CH:41]=4)([C:48]([NH2:50])=[O:49])[CH2:47][CH2:46]3)[O:12]2)[CH:18]=[CH:17][C:16]=1[Cl:19] |f:1.2,3.4,5.6,7.8|. Reported procedure: 150 mg (0.28 mmole) of 2-[(5R)-(3,4-dichlorophenyl)-3-(3,4,5-trimethoxybenzoyl)oxazolidin-5-yl]ethanol methanesulfonate [prepared as described in step (g) above] and 75 mg (0.31 mmole) of 4-phenylpiperidine-4-carboxamide hydrochloride were dissolved in 3 ml of anhydrous dimethylformamide, and 71 mg (0.85 mmole) of sodium hydrogencarbonate and 70 mg (0.42 mmole) of potassium iodide were added to the resulting solution. The mixture was then heated under a nitrogen atmosphere at 80° C. for 6 hours.... Starting materials: Cl.C(C)N(CCC=1C(=C2C(C(NC2=C(C1)C)=O)=O)C)CC (5-(2-Diethylamino-ethyl)-4,7-dimethyl-1H-indole-2,3-dione hydrochloride), NN1C(=NN=C1N)CC1=CC=C(C=C1)O (4-(4,5-diamino-4H-[1,2,4]triazol-3-ylmethyl)-phenol). Run in C(CO)O (ethylene glycol), O (water). Reaction conditions: time 10 minute. The product is Cl.C(C)N(CCC=1C(=C2C3=NN4C(N=C3NC2=C(C1)C)=NN=C4CC4=CC=C(C=C4)O)C)CC (4-[6-(2-Diethylamino-ethyl)-5,8-dimethyl-9H-1,2,3a,4,9,10-hexaaza-cyclopenta[b]fluoren-3-ylmethyl]-phenol hydrochloride). RXN SMILES: [ClH:1].[CH2:2]([N:4]([CH2:20][CH3:21])[CH2:5][CH2:6][C:7]1[C:8]([CH3:19])=[C:9]2[C:13](=[C:14]([CH3:16])[CH:15]=1)[NH:12][C:11](=O)[C:10]2=O)[CH3:3].[NH2:22][N:23]1[C:27]([NH2:28])=[N:26][N:25]=[C:24]1[CH2:29][C:30]1[CH:35]=[CH:34][C:33]([OH:36])=[CH:32][CH:31]=1>C(O)CO.O>[ClH:1].[CH2:2]([N:4]([CH2:20][CH3:21])[CH2:5][CH2:6][C:7]1[C:8]([CH3:19])=[C:9]2[C:13](=[C:14]([CH3:16])[CH:15]=1)[NH:12][C:11]1[C:10]2=[N:22][N:23]2[C:24]([CH2:29][C:30]3[CH:35]=[CH:34][C:33]([OH:36])=[CH:32][CH:31]=3)=[N:25][N:26]=[C:27]2[N:28]=1)[CH3:3] |f:0.1,5.6|. Procedure: 0.60 mmol of 5-(2-Diethylamino-ethyl)-4,7-dimethyl-1H-indole-2,3-dione hydrochloride (186.5 mg) and 0.70 mmol of 4-(4,5-diamino-4H-[1,2,4]triazol-3-ylmethyl)-phenol (144 mg) in 1.5 mL of ethylene glycol was stirred at 125° C. for 1 day. The mixture was cooled to room temperature, diluted with water (5 mL), stirred for 10 min. Allowed to crystallize in a refrigerator (+5° C.) overnight. The precipitated product was collected by filtration, washed with water (3×1 mL) and dried on high vacuum.